This data is from the Open Reaction Database (ORD), a public repository of structured organic reaction records. The task is: describe an organic reaction: reactants, conditions, products, and yield Starting materials: CC(C)(C)S(=O)N (1,1-dimethylethylsulfinamide), O1COC2=C1C=CC(=C2)C2(CC2)C(=O)O (1-(benzo[d][1,3]dioxol-5-yl)-cyclopropanecarboxylic acid), C(C)(C)(C)[S@](=O)N[C@@H](C1=CN=C(S1)NC(=O)C1(CC1)C1=CC2=C(OCO2)C=C1)C1=C(C=CC=C1)Cl ((S)-N-(5-((R)-t-butylsulfinylamino(2-chlorophenyl)methyl)thiazol-2-yl)-1-(benzo[d][1,3]dioxol-5-yl)-cyclopropanecarboxamide). Run in CC#N (CH3CN). Product: C(C)(C)(C)[S@@](=O)N[C@@H](C1=CN=C(S1)NC(=O)C1(CC1)C1=CC2=C(OCO2)C=C1)C1=C(C=CC=C1)Cl ((R)-N-(5-((R)-t-butylsulfinylamino(2-chlorophenyl)methyl)thiazol-2-yl)-1-(benzo[d][1,3]dioxol-5-yl)-cyclopropanecarboxamide). As a reaction SMILES: CC(S(N)=O)(C)C.O1C2C=CC(C3(C(O)=O)CC3)=CC=2OC1.[C:23]([S@@:27]([NH:29][C@H:30]([C:51]1[CH:56]=[CH:55][CH:54]=[CH:53][C:52]=1[Cl:57])[C:31]1[S:35][C:34]([NH:36][C:37]([C:39]2([C:42]3[CH:50]=[CH:49][C:45]4[O:46][CH2:47][O:48][C:44]=4[CH:43]=3)[CH2:41][CH2:40]2)=[O:38])=[N:33][CH:32]=1)=[O:28])([CH3:26])([CH3:25])[CH3:24]>CC#N>[C:23]([S@:27]([NH:29][C@H:30]([C:51]1[CH:56]=[CH:55][CH:54]=[CH:53][C:52]=1[Cl:57])[C:31]1[S:35][C:34]([NH:36][C:37]([C:39]2([C:42]3[CH:50]=[CH:49][C:45]4[O:46][CH2:47][O:48][C:44]=4[CH:43]=3)[CH2:40][CH2:41]2)=[O:38])=[N:33][CH:32]=1)=[O:28])([CH3:26])([CH3:24])[CH3:25]. Reported procedure: (R)-N-(5-((R)-t-butylsulfinylamino(2-chlorophenyl)methyl)thiazol-2-yl)-1-(benzo[d][1,3]dioxol-5-yl)-cyclopropanecarboxamide was prepared from (R)-N-(R)-1-(2-aminothiazol-5-yl)-1-(2-chlorophenyl)methyl)-1,1-dimethylethylsulfinamide and 1-(benzo[d][1,3]dioxol-5-yl)-cyclopropanecarboxylic acid using the same protocol for (S)-N-(5-((R)-t-butylsulfinylamino(2-chlorophenyl)methyl)thiazol-2-yl)-1-(benzo[d][1,3]dioxol-5-yl)-cyclopropanecarboxamide. 1H-NMR (400 MHz, CDC3) δ 8.55 (s, 1H), 7.62 (dd, J=7.7,... Starting materials: NC1=NC=CC2=CC=C(C=C12)CO (1-Amino-7-hydroxymethylisoquinoline), P(Br)(Br)Br (phosphorous tribromide). Run in C1CCOC1 (THF). Reaction conditions: time 1 hour. The product is NC1=NC=CC2=CC=C(C=C12)CBr (1-Amino-7-bromomethylisoquinoline). As a reaction SMILES: [NH2:1][C:2]1[C:11]2[C:6](=[CH:7][CH:8]=[C:9]([CH2:12]O)[CH:10]=2)[CH:5]=[CH:4][N:3]=1.P(Br)(Br)[Br:15]>C1COCC1>[NH2:1][C:2]1[C:11]2[C:6](=[CH:7][CH:8]=[C:9]([CH2:12][Br:15])[CH:10]=2)[CH:5]=[CH:4][N:3]=1. Reported procedure: 1-Amino-7-hydroxymethylisoquinoline (0.2 g) was dissolved in dry THF (10 ml.) and phosphorous tribromide (0.03 ml.) added in one portion. A white precipitate was seen to form and the suspension was stirred for 1 hr. at room temperature. The mixture was evaporated to dryness and triturated with diethylether to give the product. The reactants are [Al+3], CC(=O)Cl, [Cl-], [Cl-], [Cl-], ClCCCl, O=C1Cc2ccccc2N1, O. Product: CC(=O)c1ccc2c(c1)CC(=O)N2. RXN SMILES: [Al+3:2].[C:5]([CH3:6])(=[O:7])[Cl:8].[Cl-:1].[Cl-:3].[Cl-:4].[Cl:19][CH2:20][CH2:21][Cl:22].[NH:9]1[C:10](=[O:18])[CH2:11][c:12]2[cH:13][cH:14][cH:15][cH:16][c:17]21.[OH2:23]>>[C:5]([CH3:6])(=[O:7])[c:14]1[cH:13][c:12]2[c:17]([cH:16][cH:15]1)[NH:9][C:10](=[O:18])[CH2:11]2. Starting materials: CC1(CCC(C=2C=CC(=CC12)C#CC1=CC=C(C(=O)OCC)C=C1)O[Si](C)(C)C)C (ethyl 4-[(5,6,7,8-tetrahydro-8,8-dimethyl-5-trimethylsiloxynaphth-2-yl)ethynyl]benzoate), CC1(CCC(C=2C=CC(=CC12)C#CC1=CC=C(C(=O)OCC)C=C1)O[Si](C)(C)C)C (ethyl 4-[(5,6,7,8-tetrahydro-8,8-dimethyl-5-trimethylsiloxynaphth-2-yl)ethynyl]benzoate), OC1C=2C=CC(=CC2C(CC1)(C)C)C#CC1=CC=C(C(=O)O)C=C1 (4-[(5,6,7,8-tetrahydro-5-hydroxy-8,8-dimethylnaphth-2-yl)ethynyl]benzoic acid), OC1C=2C=CC(=CC2C(CC1)(C)C)C#CC1=CC=C(C(=O)O)C=C1 (4-[(5,6,7,8-tetrahydro-5-hydroxy-8,8-dimethylnaphth-2-yl)ethynyl]benzoic acid). Product: CC1(CCC(C=2C=CC(=CC12)C#CC1=CC=C(C(=O)O)C=C1)O[Si](C)(C)C)C (4-[(5,6,7,8-tetrahydro-8,8-dimethyl-5-trimethylsiloxynaphth-2-yl)ethynyl]benzoic acid). Reaction SMILES: [CH3:1][C:2]1([CH3:30])[C:11]2[CH:10]=[C:9]([C:12]#[C:13][C:14]3[CH:24]=[CH:23][C:17]([C:18]([O:20]CC)=[O:19])=[CH:16][CH:15]=3)[CH:8]=[CH:7][C:6]=2[CH:5]([O:25][Si:26]([CH3:29])([CH3:28])[CH3:27])[CH2:4][CH2:3]1.OC1CCC(C)(C)C2C=C(C#CC3C=CC(C(O)=O)=CC=3)C=CC1=2>>[CH3:1][C:2]1([CH3:30])[C:11]2[CH:10]=[C:9]([C:12]#[C:13][C:14]3[CH:15]=[CH:16][C:17]([C:18]([OH:20])=[O:19])=[CH:23][CH:24]=3)[CH:8]=[CH:7][C:6]=2[CH:5]([O:25][Si:26]([CH3:29])([CH3:27])[CH3:28])[CH2:4][CH2:3]1. Procedure: Employing the same general procedure as for the preparation of ethyl 4-[(5,6,7,8-tetrahydro-8,8-dimethyl-5-trimethylsiloxynaphth-2-yl)ethynyl]benzoate (Compound 111), 83 mg (0.26 mmol) of 4-[(5,6,7,8-tetrahydro-5-hydroxy-8,8-dimethylnaphth-2-yl)ethynyl]benzoic acid (Compound 42) was converted into the title compound (white solid) using 0.07 ml (0.65 mmol) of triethylamine and 0.08 ml (0.65 mmol) of chlorotrimethylsilane. The reactants are C(C1=CC=CC=C1)(=O)C=1OC2=C(C1C1=CC=C(C=C1)C1=CC=C(C=C1)O)C=CC=C2 (4′-(2-benzoyl-benzofuran-3-yl)-biphenyl-4-ol), COC(C(O)CC1=CC=CC=C1)=O (3-phenyllactic acid methyl ester). Yields the product C(C1=CC=CC=C1)(=O)C=1OC2=C(C1C1=CC=C(C=C1)C1=CC=C(C=C1)OC(C(=O)O)CC1=CC=CC=C1)C=CC=C2 (2-[4′-(2-Benzoyl-benzofuran-3-yl)-biphenyl-4-yloxy]-3-phenyl-propionic acid). RXN SMILES: [C:1]([C:9]1[O:10][C:11]2[CH:30]=[CH:29][CH:28]=[CH:27][C:12]=2[C:13]=1[C:14]1[CH:19]=[CH:18][C:17]([C:20]2[CH:25]=[CH:24][C:23]([OH:26])=[CH:22][CH:21]=2)=[CH:16][CH:15]=1)(=[O:8])[C:2]1[CH:7]=[CH:6][CH:5]=[CH:4][CH:3]=1.C[O:32][C:33](=[O:43])[CH:34]([CH2:36][C:37]1[CH:42]=[CH:41][CH:40]=[CH:39][CH:38]=1)O>>[C:1]([C:9]1[O:10][C:11]2[CH:30]=[CH:29][CH:28]=[CH:27][C:12]=2[C:13]=1[C:14]1[CH:19]=[CH:18][C:17]([C:20]2[CH:21]=[CH:22][C:23]([O:26][CH:34]([CH2:36][C:37]3[CH:42]=[CH:41][CH:40]=[CH:39][CH:38]=3)[C:33]([OH:43])=[O:32])=[CH:24][CH:25]=2)=[CH:16][CH:15]=1)(=[O:8])[C:2]1[CH:3]=[CH:4][CH:5]=[CH:6][CH:7]=1. Procedure details: The title compound was prepared from 4′-(2-benzoyl-benzofuran-3-yl)-biphenyl-4-ol, and 3-phenyllactic acid methyl ester, in substantially the same manner, as described in Example 1, steps g-h, and was obtained as a yellow solid, mp 159-161° C.; MS m/e 538 (M+); The reactants are [H][H], O=C(O)CSCC(NCc1ccccc1[N+](=O)[O-])C(=O)O. Product: Nc1ccccc1CNC(CSCC(=O)O)C(=O)O. As a reaction SMILES: [H:22][H:23].[N+:1]([O-:2])(=[O:3])[c:4]1[c:5]([CH2:6][NH:7][CH:8]([CH2:9][S:10][CH2:11][C:12](=[O:13])[OH:14])[C:15](=[O:16])[OH:17])[cH:18][cH:19][cH:20][cH:21]1>>[NH2:1][c:4]1[c:5]([CH2:6][NH:7][CH:8]([CH2:9][S:10][CH2:11][C:12](=[O:13])[OH:14])[C:15](=[O:16])[OH:17])[cH:18][cH:19][cH:20][cH:21]1.